This data is from the Open Reaction Database (ORD), a public repository of structured organic reaction records. The task is: describe an organic reaction: reactants, conditions, products, and yield Reactants: CO (methanol), C(=O)(C(F)(F)F)O (TFA), C(C1=CC=CC=C1)[C@@H](CNC([C@@H](C)NC(=O)OC(C)(C)C)=O)NC(OCC1=CC=CC=C1)=O (benzyl [(1S)-1-benzyl-2-({(2R)-2-[(tert-butoxycarbonyl)amino]propanoyl}amino)ethyl]carbamate). Run in ClCCl (dichloromethane). Conditions: time 5 hour. The product is N[C@H](C)C(=O)NC[C@H](CC1=CC=CC=C1)NC(OCC1=CC=CC=C1)=O (Benzyl [(1S)-2-(D-alanylamino)-1-benzylethyl]carbamate). Isolated yield 90.0%. RXN SMILES: [CH2:1]([C@H:8]([NH:23][C:24](=[O:33])[O:25][CH2:26][C:27]1[CH:32]=[CH:31][CH:30]=[CH:29][CH:28]=1)[CH2:9][NH:10][C:11](=[O:22])[C@H:12]([NH:14]C(OC(C)(C)C)=O)[CH3:13])[C:2]1[CH:7]=[CH:6][CH:5]=[CH:4][CH:3]=1.CO.C(O)(C(F)(F)F)=O>ClCCl>[NH2:14][C@@H:12]([C:11]([NH:10][CH2:9][C@@H:8]([NH:23][C:24](=[O:33])[O:25][CH2:26][C:27]1[CH:28]=[CH:29][CH:30]=[CH:31][CH:32]=1)[CH2:1][C:2]1[CH:7]=[CH:6][CH:5]=[CH:4][CH:3]=1)=[O:22])[CH3:13]. Reported procedure: To a solution of benzyl [(1S)-1-benzyl-2-({(2R)-2-[(tert-butoxycarbonyl)amino]propanoyl}amino)ethyl]carbamate (1.43 g, 3.14 mmol) from preparation 1 in dichloromethane (30 mL) and methanol (2 mL) was added TFA (20 ml) at 0° C. The reaction mixture was stirred for 5 hours and then concentrated under reduced pressure. The residue was dissolved in methanol (5 mL) and loaded onto a 20 g SCX2 cartridge (pre-wetted with methanol). The cartridge was eluted with methanol to remove non-basic impurities a... The reactants are ClCCCl, Cc1cc(Nc2nccc(C(F)(F)F)n2)cc(-c2cnc(CC(C)(C)C(=O)O)s2)c1, NNC=O, CCN(C(C)C)C(C)C, CN(C)C=O, O, On1nnc2ccccc21. Yields the product Cc1cc(Nc2nccc(C(F)(F)F)n2)cc(-c2cnc(CC(C)(C)C(=O)NNC=O)s2)c1. RXN SMILES: [CH2:45]([Cl:46])[CH2:47][Cl:48].[CH3:1][C:2]([C:3](=[O:4])[OH:5])([CH2:6][c:7]1[s:8][c:9](-[c:12]2[cH:13][c:14]([CH3:29])[cH:15][c:16]([NH:18][c:19]3[n:20][cH:21][cH:22][c:23]([C:25]([F:26])([F:27])[F:28])[n:24]3)[cH:17]2)[cH:10][n:11]1)[CH3:30].[CH:31](=[O:32])[NH:33][NH2:34].[CH:49]([N:50]([CH2:51][CH3:52])[CH:53]([CH3:54])[CH3:55])([CH3:56])[CH3:57].[O:59]=[CH:60][N:61]([CH3:62])[CH3:63].[OH2:58].[OH:35][n:36]1[c:37]2[c:38]([cH:39][cH:40][cH:41][cH:42]2)[n:43][n:44]1>>[CH3:1][C:2]([C:3](=[O:5])[NH:34][NH:33][CH:31]=[O:32])([CH2:6][c:7]1[s:8][c:9](-[c:12]2[cH:13][c:14]([CH3:29])[cH:15][c:16]([NH:18][c:19]3[n:20][cH:21][cH:22][c:23]([C:25]([F:26])([F:27])[F:28])[n:24]3)[cH:17]2)[cH:10][n:11]1)[CH3:30]. Reactants: Cl.COC=1C=C(C=CC1OC)CC(=N)N (2-(3,4-Dimethoxyphenyl)ethanamidine hydrochloride), O.NN (hydrazine hydrate), C(C)(=O)NC(C(C(=O)OCC)=O)C (Ethyl 3-(acetylamino)-2-oxobutanoate). Reaction SMILES: Cl.[CH3:2][O:3][C:4]1[CH:5]=[C:6]([CH2:12][C:13]([NH2:15])=[NH:14])[CH:7]=[CH:8][C:9]=1[O:10][CH3:11].O.[NH2:17]N.[C:19]([NH:22][CH:23]([CH3:31])[C:24](=O)[C:25](OCC)=[O:26])(=[O:21])[CH3:20]>>[CH3:2][O:3][C:4]1[CH:5]=[C:6]([CH:7]=[CH:8][C:9]=1[O:10][CH3:11])[CH2:12][C:13]1[NH:15][C:25](=[O:26])[C:24]([CH:23]([NH:22][C:19](=[O:21])[CH3:20])[CH3:31])=[N:17][N:14]=1 |f:0.1,2.3|. Procedure details: Analogously to Example 7A, 20.0 g (86.7 mmol) of 2-(3,4-dimethoxyphenyl)ethanamidine hydrochloride (Example 5A) are reacted with 5.21 g (104 mmol) of hydrazine hydrate and 24.3 g (130 mmol) of ethyl 3-(acetylamino)-2-oxobutanoate (Example 6A) to give N-{1-[3-(3,4-dimethoxybenzyl)-5-oxo-4,5-dihydro-1,2,4-triazin-6-yl]ethyl}acetamide. The product is COC=1C=C(CC2=NN=C(C(N2)=O)C(C)NC(C)=O)C=CC1OC (N-{1-[3-(3,4-dimethoxybenzyl)-5-oxo-4,5-dihydro-1,2,4-triazin-6-yl]ethyl}acetamide). The reactants are C[O-].[Na+] (sodium methoxide), C[O-].[Na+] (sodium methoxide), C(C1=CC=CC=C1)(=O)OCC1=NC=NC(=C1)Cl ((6-Chloro-4-pyrimidinyl)methyl benzoate), C(C1=CC=CC=C1)(=O)OCC1=NC=NC(=C1)Cl ((6-Chloro-4-pyrimidinyl)methyl benzoate), C[O-].[Na+] (sodium methoxide). Solvent: CO (methanol). Run at temperature 0 celsius, time 4 hour. The product is ClC1=CC(=NC=N1)CO ((6-chloro-4-pyrimidinyl)methanol). Isolated yield 57.6%. RXN SMILES: C([O:9][CH2:10][C:11]1[CH:16]=[C:15]([Cl:17])[N:14]=[CH:13][N:12]=1)(=O)C1C=CC=CC=1.C[O-].[Na+]>CO>[Cl:17][C:15]1[N:14]=[CH:13][N:12]=[C:11]([CH2:10][OH:9])[CH:16]=1 |f:1.2|. Reported procedure: (6-Chloro-4-pyrimidinyl)methyl benzoate (Intermediate 24, 394 mg, 1.584 mmol) was dissolved in methanol (16 mL), cooled to 0° C. and treated with sodium methoxide (8.56 mg, 0.158 mmol). The resulting mixture was stirred for 4 hours. A further quantity of sodium methoxide (8.56 mg, 0.158 mmol) was added and the resulting mixture was stirrred for 18 hours. The reaction mixture was cooled to 0° C. and a further quantity of sodium methoxide (8.56 mg, 0.158 mmol) was added and the reaction mixture wa... The reactants are C(C)(=O)O[C@H]1C[C@@H](CC(C1)O)OC(C)=O ((1R,3R)-1,3-diacetoxy-5-hydroxy-cyclohexane), [K+].[Br-] (KBr), [O-]Cl.[Na+] (NaOCl), Cl (hydrochloric acid), C(=O)(O)[O-].[Na+] (NaHCO3). Run in ClCCl (dichloromethane), O (water), 2,2,6,6-tetramethyl-piperidine-1-oxyl. The product is C(C)(=O)O[C@H]1C[C@@H](CC(C1)=O)OC(C)=O ((1S,3S)-acetic acid 3-acetoxy-5-oxo-cyclohexyl ester). Reaction SMILES: [C:1]([O:4][C@@H:5]1[CH2:10][CH:9]([OH:11])[CH2:8][C@@H:7]([O:12][C:13](=[O:15])[CH3:14])[CH2:6]1)(=[O:3])[CH3:2].[K+].[Br-].C([O-])(O)=O.[Na+].[O-]Cl.[Na+].Cl>ClCCl.O>[C:1]([O:4][C@@H:5]1[CH2:10][C:9](=[O:11])[CH2:8][C@@H:7]([O:12][C:13](=[O:15])[CH3:14])[CH2:6]1)(=[O:3])[CH3:2] |f:1.2,3.4,5.6|. Procedure: To a solution of 30.00 g of (1R,3R)-1,3-diacetoxy-5-hydroxy-cyclohexane in 400 ml of dichloromethane was subsequently added at 0° a solution of 1.155 g of KBr in 200 ml of water and 325 mg of 2,2,6,6-tetramethyl-piperidine-1-oxyl, radical and the pH was adjusted to 7.0 by addition of 1 ml of aqueous sat. NaHCO3. The stirred mixture was treated simultaneously within 40 min with 107 g of NaOCl (10.6%) and 520 ml of aqueous 0.1 N hydrochloric acid keeping the pH at 7-8. The layers were separated, t...